Task: describe an organic reaction: reactants, conditions, products, and yield. Dataset: the Open Reaction Database (ORD), a public repository of structured organic reaction records Starting materials: ClC1=NC2=CC(=CC(=C2C(=C1C)Cl)F)F (2,4-dichloro-5,7-difluoro-3-methylquinoline), C([O-])([O-])=O.[K+].[K+] (potassium carbonate), ClC=1C=NC=C(C1)B(O)O (3-chloropyridine-5-boronic acid), palladium tetrakistriphenylphosphine. The solvent is C1(=CC=CC=C1)C (toluene). Product: ClC1=C(C(=NC2=CC(=CC(=C12)F)F)C=1C=NC=C(C1)Cl)C (4-chloro-2-(5-chloropyridin-3-yl)-5,7-difluoro-3-methylquinoline). RXN SMILES: Cl[C:2]1[C:11]([CH3:12])=[C:10]([Cl:13])[C:9]2[C:4](=[CH:5][C:6]([F:15])=[CH:7][C:8]=2[F:14])[N:3]=1.[Cl:16][C:17]1[CH:18]=[N:19][CH:20]=[C:21](B(O)O)[CH:22]=1.C(=O)([O-])[O-].[K+].[K+]>C1(C)C=CC=CC=1>[Cl:13][C:10]1[C:9]2[C:4](=[CH:5][C:6]([F:15])=[CH:7][C:8]=2[F:14])[N:3]=[C:2]([C:21]2[CH:20]=[N:19][CH:18]=[C:17]([Cl:16])[CH:22]=2)[C:11]=1[CH3:12] |f:2.3.4|. Procedure: The Suzuki coupled product was prepared according to Procedure F using 2,4-dichloro-5,7-difluoro-3-methylquinoline (0.50 g, 2.02 mmol), 3-chloropyridine-5-boronic acid (0.381 g, 2.42 mmol), palladium tetrakistriphenylphosphine (0.23 g, 0.20 mmol), potassium carbonate (0.56 g, 4.03 mmol) in toluene (4 mL) at 100° C. for 19.5 h to give 4-chloro-2-(5-chloropyridin-3-yl)-5,7-difluoro-3-methylquinoline as an off white solid. Mass Spectrum (ESI) m/e=325.0 (M+1). The reactants are NC1=C2C(=NC=N1)N(N=C2C2=CC=C(C=C2)NC=2SC1=C(N2)CCC1)[C@@H]1CC[C@@H](CC1)N1CCN(CC1)C (cis-N2-(4-{4-amino-1-[4-(4-methylpiperazino)cyclohexyl]-1H-pyrazolo[3,4-d]pyrimidin-3-yl}phenyl)-5,6-dihydro-4H-cyclopenta[d][1,3]thiazol-2-amine), C(CCCC)(=O)C1=CC=CC=C1 (valerophenone). RXN SMILES: [NH2:1][C:2]1[N:7]=[CH:6][N:5]=[C:4]2[N:8]([C@H:26]3[CH2:31][CH2:30][C@@H:29]([N:32]4[CH2:37][CH2:36][N:35]([CH3:38])[CH2:34][CH2:33]4)[CH2:28][CH2:27]3)[N:9]=[C:10]([C:11]3[CH:16]=[CH:15][C:14]([NH:17][C:18]4[S:19]C5CCCC=5[N:22]=4)=[CH:13][CH:12]=3)[C:3]=12.[C:39]([C:45]1[CH:50]=[CH:49][CH:48]=[CH:47][CH:46]=1)(=O)[CH2:40][CH2:41][CH2:42][CH3:43]>>[NH2:1][C:2]1[N:7]=[CH:6][N:5]=[C:4]2[N:8]([C@H:26]3[CH2:31][CH2:30][C@@H:29]([N:32]4[CH2:37][CH2:36][N:35]([CH3:38])[CH2:34][CH2:33]4)[CH2:28][CH2:27]3)[N:9]=[C:10]([C:11]3[CH:12]=[CH:13][C:14]([NH:17][C:18]4[S:19][C:40]([CH2:41][CH2:42][CH3:43])=[C:39]([C:45]5[CH:50]=[CH:49][CH:48]=[CH:47][CH:46]=5)[N:22]=4)=[CH:15][CH:16]=3)[C:3]=12. Yields the product NC1=C2C(=NC=N1)N(N=C2C2=CC=C(C=C2)NC=2SC(=C(N2)C2=CC=CC=C2)CCC)[C@@H]2CC[C@@H](CC2)N2CCN(CC2)C (cis-N2-(4-{4-Amino-1-[4-(4-methylpiperazino)cyclohexyl]-1H-pyrazolo[3,4-d]pyrimidin-3-yl}phenyl)-4-phenyl-5-propyl-1,3-thiazol-2-amine). Procedure: The procedure described for cis-N2-(4-{4-amino-1-[4-(4-methylpiperazino)cyclohexyl]-1H-pyrazolo[3,4-d]pyrimidin-3-yl}phenyl)-5,6-dihydro-4H-cyclopenta[d][1,3]thiazol-2-amine was used to convert valerophenone (0.488 g, 3.01 mmol) to the title compound. Purification of the product by preparative HPLC (25 to 100% acetonitrile in 0.1 M aqueous ammonium acetate over 20 min at 21 mL/min using an 8μ Hypersil HS C18, 250×21 mm column, Rt 9.6-11.8 min) afforded cis-N2-(4-{4-amino-1-[4-(4-methylpiperazino... The reactants are COC(=O)C=1NC2=CC(=CC=C2C1)NC(=O)C=1NC2=CC=C(C=C2C1)C(NCCNC(=O)OC(C)(C)C)=O (6-{[5-(2-tert-Butoxycarbonylamino-ethylcarbamoyl)-1H-indole-2-carbonyl]-amino}-1H-indole-2-carboxylic acid methyl ester), compound 3, C(C)(=O)OCCNC(=O)C=1C=C2C=C(NC2=CC1)C(=O)O (5-(2-Acetyloxyethylcarbamoyl)-1H-indole-2-carboxylic acid). Yields the product COC(=O)C=1NC2=CC(=CC=C2C1)NC(=O)C=1NC2=CC=C(C=C2C1)C(NCCOC(C)=O)=O (6-{[5-(2-Acetoxyethylcarbamoyl)-1H-indole-2-carbonyl]amino}-1H-indole-2-carboxylic acid methyl ester). Reaction SMILES: [CH3:1][O:2][C:3]([C:5]1[NH:6][C:7]2[C:12]([CH:13]=1)=[CH:11][CH:10]=[C:9]([NH:14]C(C1NC3C(C=1)=CC(C(=O)NCCNC(OC(C)(C)C)=O)=CC=3)=O)[CH:8]=2)=[O:4].[C:39]([O:42][CH2:43][CH2:44][NH:45][C:46]([C:48]1[CH:49]=[C:50]2[C:54](=[CH:55][CH:56]=1)[NH:53][C:52]([C:57]([OH:59])=O)=[CH:51]2)=[O:47])(=[O:41])[CH3:40]>>[CH3:1][O:2][C:3]([C:5]1[NH:6][C:7]2[C:12]([CH:13]=1)=[CH:11][CH:10]=[C:9]([NH:14][C:57]([C:52]1[NH:53][C:54]3[C:50]([CH:51]=1)=[CH:49][C:48]([C:46](=[O:47])[NH:45][CH2:44][CH2:43][O:42][C:39](=[O:41])[CH3:40])=[CH:56][CH:55]=3)=[O:59])[CH:8]=2)=[O:4]. Procedure: Compound 151 is synthesized as described for compound 39 in Example 33 except instead of compound 3, compound 150 is used. The reactants are BrC1=CC(=C(C=C1)C1(CCC1)CO)OC ([1-(4-bromo-2-methoxyphenyl)cyclobutyl]methanol), ClC1=C(C=C2C(=CNC2=C1)C(=O)OC)B1OCC(CO1)(C)C (methyl 6-chloro-5-(5,5-dimethyl-1,3,2-dioxaborinan-2-yl)-1H-indole-3-carboxylate), Pd (dppf)Cl2, C([O-])([O-])=O.[K+].[K+] (potassium carbonate). The solvent is O1CCOCC1 (dioxane), O (water). Conditions: temperature 80 celsius, time 2 hour. The product is ClC1=C(C=C2C(=CNC2=C1)C(=O)OC)C1=CC(=C(C=C1)C1(CCC1)CO)OC (Methyl 6-chloro-5-{4-[1-(hydroxymethyl)cyclobutyl]-3-methoxyphenyl}-1H-indole-3-carboxylate). The yield is 83.4%. Reaction SMILES: Br[C:2]1[CH:7]=[CH:6][C:5]([C:8]2([CH2:12][OH:13])[CH2:11][CH2:10][CH2:9]2)=[C:4]([O:14][CH3:15])[CH:3]=1.[Cl:16][C:17]1[CH:25]=[C:24]2[C:20]([C:21]([C:26]([O:28][CH3:29])=[O:27])=[CH:22][NH:23]2)=[CH:19][C:18]=1B1OCC(C)(C)CO1.C(=O)([O-])[O-].[K+].[K+]>O1CCOCC1.O>[Cl:16][C:17]1[CH:25]=[C:24]2[C:20]([C:21]([C:26]([O:28][CH3:29])=[O:27])=[CH:22][NH:23]2)=[CH:19][C:18]=1[C:2]1[CH:7]=[CH:6][C:5]([C:8]2([CH2:12][OH:13])[CH2:11][CH2:10][CH2:9]2)=[C:4]([O:14][CH3:15])[CH:3]=1 |f:2.3.4|. Procedure details: To a mixture of [1-(4-bromo-2-methoxyphenyl)cyclobutyl]methanol (180 mg, 0.660 mmol) in dioxane (10 mL) and water (4 mL) was added methyl 6-chloro-5-(5,5-dimethyl-1,3,2-dioxaborinan-2-yl)-1H-indole-3-carboxylate (213 mg, 0.660 mmol), Pd (dppf)Cl2 (48 mg, 0.070 mmol) and potassium carbonate (273 mg, 2.00 mmol). The reaction mixture was purged with nitrogen for 3 minutes and stirred at 80° C. for 2 hours. The mixture was extracted with dichloromethane. The organic phases were combined, dried over ... Yield: 92.7%. Reactants: [OH-].[Na+] (Sodium hydroxide), Cl.ClC1=CC2=C(CCC(CC2=O)NC)C=C1 (3-chloro-5-oxo-7-methylamino-6,7,8,9-tetrahydro [5H] benzocycloheptene hydrochloride). Reaction SMILES: [OH-].[Na+].Cl.[Cl:4][C:5]1[CH:18]=[CH:17][C:8]2[CH2:9][CH2:10][CH:11]([NH:15][CH3:16])[CH2:12][C:13](=[O:14])[C:7]=2[CH:6]=1>O>[Cl:4][C:5]1[CH:18]=[CH:17][C:8]2[CH2:9][CH2:10][CH:11]([NH:15][CH3:16])[CH2:12][CH:13]([OH:14])[C:7]=2[CH:6]=1 |f:0.1,2.3|. Run in O (water). Product: ClC1=CC2=C(CCC(CC2O)NC)C=C1 (3-chloro-5ξ-hydroxy-7-methylamino-6,7,8,9-tetrahydro [5H] benzocycloheptene). Conditions: temperature 10 celsius. Reported procedure: Sodium hydroxide solution was added to suspension of 4.6 g of the product of Step B in 100 ml of water cooled to 10° C and the mixture was extracted with methylene chloride. The extracts were dried and evaporated to dryness and the 4 g of oily residue were dissolved in 40 ml of ethanol and 4 ml of water. 2 g of sodium borohydride were added to the mixture at 20° C and the mixture was stirred for an hour. The mixture was evaporated to dryness and the residue was taken up in methylene chloride. Th... As a reaction SMILES: [NH2:1][C:2]1[CH:3]=[C:4]([C:8]2[C:17]3[C:12](=[C:13]([C:18]([F:21])([F:20])[F:19])[CH:14]=[CH:15][CH:16]=3)[N:11]=[CH:10][C:9]=2[C:22]([C:24]2[CH:29]=[CH:28][CH:27]=[CH:26][CH:25]=2)=[O:23])[CH:5]=[CH:6][CH:7]=1.C[O:31][C:32]([C:34]1[CH:42]=[C:41]2[C:37]([C:38]([CH:43]=O)=[CH:39][NH:40]2)=[CH:36][CH:35]=1)=[O:33]>>[C:22]([C:9]1[CH:10]=[N:11][C:12]2[C:17]([C:8]=1[C:4]1[CH:3]=[C:2]([NH:1][CH2:43][C:38]3[C:37]4[C:41](=[CH:42][C:34]([C:32]([OH:33])=[O:31])=[CH:35][CH:36]=4)[NH:40][CH:39]=3)[CH:7]=[CH:6][CH:5]=1)=[CH:16][CH:15]=[CH:14][C:13]=2[C:18]([F:21])([F:19])[F:20])(=[O:23])[C:24]1[CH:25]=[CH:26][CH:27]=[CH:28][CH:29]=1. The product is C(C1=CC=CC=C1)(=O)C=1C=NC2=C(C=CC=C2C1C=1C=C(C=CC1)NCC1=CNC2=CC(=CC=C12)C(=O)O)C(F)(F)F (3-[({3-[3-BENZOYL-8-(TRIFLUOROMETHYL)QUINOLIN-4-YL]PHENYL}AMINO)METHYL]-1H-INDOLE-6-CARBOXYLIC ACID). Procedure: The title compound was prepared from [4-(3-aminophenyl)-8-(trifluoromethyl)quinolin-3-yl](phenyl)methanone and 3-formyl-1H-indole-6-carboxylic acid methyl ester according to the procedure of Example 66. MS (ESI) m/z 564. Reactants: NC=1C=C(C=CC1)C1=C(C=NC2=C(C=CC=C12)C(F)(F)F)C(=O)C1=CC=CC=C1 ([4-(3-aminophenyl)-8-(trifluoromethyl)quinolin-3-yl](phenyl)methanone), COC(=O)C1=CC=C2C(=CNC2=C1)C=O (3-formyl-1H-indole-6-carboxylic acid methyl ester). Reactants: C(C1=CC=CC=C1)OC(=O)N1CC(CC1)=O (1-benzyloxycarbonyl-3-pyrrolidone), BrCBr (dibromomethane), Cl (hydrochloric acid). Reagents/catalysts: [Ti](Cl)(Cl)(Cl)Cl (titanium tetrachloride), [Zn] (zinc). Run in O1CCCC1 (tetrahydrofuran), O1CCCC1 (tetrahydrofuran), O1CCCC1 (tetrahydrofuran). Run at temperature 0 celsius, time 60 minute. The product is C(C1=CC=CC=C1)OC(=O)N1CC(CC1)=C (1-Benzyloxycarbonyl-3-methylenepyrrolidine). The yield is 81.5%. RXN SMILES: Br[CH2:2]Br.[CH2:4]([O:11][C:12]([N:14]1[CH2:18][CH2:17][C:16](=O)[CH2:15]1)=[O:13])[C:5]1[CH:10]=[CH:9][CH:8]=[CH:7][CH:6]=1.Cl>O1CCCC1.[Ti](Cl)(Cl)(Cl)Cl.[Zn]>[CH2:4]([O:11][C:12]([N:14]1[CH2:18][CH2:17][C:16](=[CH2:2])[CH2:15]1)=[O:13])[C:5]1[CH:10]=[CH:9][CH:8]=[CH:7][CH:6]=1. Procedure: A 8.44 ml (77 mmol) portion of titanium tetrachloride was added dropwise to 350 ml of tetrahydrofuran solution containing 36.6 g (600 mmol) of zinc at 0° C., and the mixture was stirred for 60 minutes at the same temperature. To the reaction solution cooled at 0° C. was added dropwise 24.32 ml (350 mmol) of dibromomethane dissolved in 100 ml of tetrahydrofuran, followed by stirring at room temperature overnight. To the reaction solution was added dropwise tetrahydrofuran (100 ml) solution of 15.... The reactants are O=C1CCC(=O)N1Br, O=C(OOC(=O)c1ccccc1)c1ccccc1, ClC(Cl)(Cl)Cl, CCOC(=O)C=C(C)Oc1cccc(Br)c1. Product: CCOC(=O)C=C(CBr)Oc1cccc(Br)c1. Reaction SMILES: [Br:17][N:18]1[C:19](=[O:20])[CH2:21][CH2:22][C:23]1=[O:24].[C:25]([O:26][O:27][C:28](=[O:29])[c:30]1[cH:31][cH:32][cH:33][cH:34][cH:35]1)(=[O:36])[c:37]1[cH:38][cH:39][cH:40][cH:41][cH:42]1.[C:43]([Cl:44])([Cl:45])([Cl:46])[Cl:47].[CH2:1]([CH3:2])[O:3][C:4]([CH:5]=[C:6]([CH3:7])[O:8][c:9]1[cH:10][c:11]([Br:15])[cH:12][cH:13][cH:14]1)=[O:16]>>[CH2:1]([CH3:2])[O:3][C:4]([CH:5]=[C:6]([CH2:7][Br:17])[O:8][c:9]1[cH:10][c:11]([Br:15])[cH:12][cH:13][cH:14]1)=[O:16]. RXN SMILES: [CH2:1]([O:3][C:4]([C:6]1[C:7]([CH3:17])=[N:8][C:9]([Cl:16])=[C:10]([N+:13]([O-:15])=[O:14])[C:11]=1Cl)=[O:5])[CH3:2].[C:18]([NH2:22])([CH3:21])([CH3:20])[CH3:19]>C(N(CC)CC)C>[CH2:1]([O:3][C:4]([C:6]1[C:7]([CH3:17])=[N:8][C:9]([Cl:16])=[C:10]([N+:13]([O-:15])=[O:14])[C:11]=1[NH:22][C:18]([CH3:21])([CH3:20])[CH3:19])=[O:5])[CH3:2]. The solvent is C(C)N(CC)CC (triethylamine). Conditions: time 30 minute. Product: C(C)OC(=O)C=1C(=NC(=C(C1NC(C)(C)C)[N+](=O)[O-])Cl)C (6-Chloro-4[(1,1-dimethylethyl)amino]-2-methyl-5-nitropyridine-3-carboxylic acid ethyl ester). The reactants are C(C)OC(=O)C=1C(=NC(=C(C1Cl)[N+](=O)[O-])Cl)C (4,6-dichloro-2-methyl-5-nitropyridine-3-carboxylic acid ethyl ester), alcohol, C(C)(C)(C)N (tert. butylamine). Procedure: 55.8 g. of 4,6-dichloro-2-methyl-5-nitropyridine-3-carboxylic acid ethyl ester (0.2 mol.) are dissolved in 300 ml. of alcohol and 25 g. of triethylamine. At reflux temperature, 14.6 g. of tert. butylamine are slowly added dropwise and the mixture is heated with stirring for an additional 30 minutes. The solvent is distilled off in vacuo and the residue is dissolved in benzene. The precipitated triethylamine hydrochloride is filtered off and the benzene layer is evaporated to dryness. The remaini...